Dataset: the Open Reaction Database (ORD), a public repository of structured organic reaction records. Task: describe an organic reaction: reactants, conditions, products, and yield Reactants: C(C)OC(C(C(=O)O)CCCC1=CC=CC=C1)=O (3-phenylpropylmalonic acid monoethyl ester), C=O (paraformaldehyde), N1=CC=CC=C1 (pyridine), N1CCCCC1 (piperidine). The solvent is O (water). Product: C(C)OC(C(CCCC1=CC=CC=C1)=C)=O (5-Phenyl-2-methylenevaleric acid ethyl ester). As a reaction SMILES: [CH2:1]([O:3][C:4](=[O:18])[CH:5]([CH2:9][CH2:10][CH2:11][C:12]1[CH:17]=[CH:16][CH:15]=[CH:14][CH:13]=1)[C:6](O)=O)[CH3:2].C=O.N1C=CC=CC=1.N1CCCCC1>O>[CH2:1]([O:3][C:4](=[O:18])[C:5](=[CH2:6])[CH2:9][CH2:10][CH2:11][C:12]1[CH:13]=[CH:14][CH:15]=[CH:16][CH:17]=1)[CH3:2]. Procedure details: 50 g of 3-phenylpropylmalonic acid monoethyl ester, 7.5 g of paraformaldehyde, 37.5 ml of pyridine and 2.5 ml of piperidine are stirred together at 50° C. for 5 hours. After cooling, 350 ml of water are added to the reaction mixture, and the mixture is then extracted 3 times with 150 ml of hexane each time. After washing with 1 N hydrochloric acid, water and sodium bicarbonate solution, the organic phase is concentrated and distilled. 5-Phenyl-2-methylenevaleric acid ethyl ester is obtained as a... Reactants: C(C)(=O)N1CC(C2=CC=CC=C12)CCBr (1-acetyl-3-(2-bromoethyl)indoline), OC1(CCNCC1)C1=CC=C(C=C1)C(F)(F)F (4-hydroxy-4-(α,α,α-trifluoro-p-tolyl)piperidine). Yields the product C(C)(=O)N1CC(C2=CC=CC=C12)CCN1CCC(CC1)(C1=CC=C(C=C1)C(F)(F)F)O (1-acetyl-3-{-2-[4-hydroxy-4-(α,α,α-trifluoro-p-tolyl)piperidino]ethyl}indoline). RXN SMILES: [C:1]([N:4]1[C:12]2[C:7](=[CH:8][CH:9]=[CH:10][CH:11]=2)[CH:6]([CH2:13][CH2:14]Br)[CH2:5]1)(=[O:3])[CH3:2].[OH:16][C:17]1([C:23]2[CH:28]=[CH:27][C:26]([C:29]([F:32])([F:31])[F:30])=[CH:25][CH:24]=2)[CH2:22][CH2:21][NH:20][CH2:19][CH2:18]1>>[C:1]([N:4]1[C:12]2[C:7](=[CH:8][CH:9]=[CH:10][CH:11]=2)[CH:6]([CH2:13][CH2:14][N:20]2[CH2:21][CH2:22][C:17]([OH:16])([C:23]3[CH:24]=[CH:25][C:26]([C:29]([F:31])([F:32])[F:30])=[CH:27][CH:28]=3)[CH2:18][CH2:19]2)[CH2:5]1)(=[O:3])[CH3:2]. Procedure: In the manner described in Example 5, reaction of 1-acetyl-3-(2-bromoethyl)indoline with 4-hydroxy-4-(α,α,α-trifluoro-p-tolyl)piperidine gives white crystals, which melt at 141°-143°C., after recrystallization from dilute acetone. Reactants: O=C(O)c1ccncc1, COc1ccc2c(c1)CCC(N)C2=O, [Cl-], Cl, Cl, NC1CCc2ccccc2C1=O. Product: NC(=O)c1ccncc1, NC1CCc2ccccc2C1=O. As a reaction SMILES: [C:30]([c:31]1[cH:32][cH:33][n:34][cH:35][cH:36]1)(=[O:37])[OH:38].[CH3:2][O:3][c:4]1[cH:5][c:6]2[c:7]([cH:8][cH:9]1)[C:10](=[O:11])[CH:12]([NH2:15])[CH2:13][CH2:14]2.[Cl-:29].[ClH:16].[ClH:1].[NH2:17][CH:18]1[C:19](=[O:28])[c:20]2[cH:21][cH:22][cH:23][cH:24][c:25]2[CH2:26][CH2:27]1>>[NH2:15][C:30]([c:31]1[cH:32][cH:33][n:34][cH:35][cH:36]1)=[O:38].[NH2:17][CH:18]1[C:19](=[O:28])[c:20]2[cH:21][cH:22][cH:23][cH:24][c:25]2[CH2:26][CH2:27]1.